describe an organic reaction: reactants, conditions, products, and yield From a dataset of the Open Reaction Database (ORD), a public repository of structured organic reaction records. Reactants: BrB(Br)Br, COc1ccccc1-n1nc(Br)c(=O)n(Cc2ccc(Cl)cc2)c1=O, ClCCl. The product is O=c1c(Br)nn(-c2ccccc2O)c(=O)n1Cc1ccc(Cl)cc1. As a reaction SMILES: [B:26]([Br:27])([Br:28])[Br:29].[Cl:1][c:2]1[cH:3][cH:4][c:5]([CH2:6][n:7]2[c:8](=[O:23])[n:9](-[c:15]3[c:16]([O:21][CH3:22])[cH:17][cH:18][cH:19][cH:20]3)[n:10][c:11]([Br:14])[c:12]2=[O:13])[cH:24][cH:25]1.[Cl:30][CH2:31][Cl:32]>>[Cl:1][c:2]1[cH:3][cH:4][c:5]([CH2:6][n:7]2[c:8](=[O:23])[n:9](-[c:15]3[c:16]([OH:21])[cH:17][cH:18][cH:19][cH:20]3)[n:10][c:11]([Br:14])[c:12]2=[O:13])[cH:24][cH:25]1.